Dataset: the Open Reaction Database (ORD), a public repository of structured organic reaction records. Task: describe an organic reaction: reactants, conditions, products, and yield Reactants: cis-ester, CC1([C@H]([C@@H]1C=C(Cl)Cl)C(=O)[O-])C.[K+] (potassium (±) trans-2,2-dimethyl-3-dichlorovinyl-cyclopropanecarboxylate), FC1=C(C(=C(C(=C1CCl)F)F)F)F (pentafluorobenzyl chloride), vinyl. Run in C(C)#N (acetonitrile). Yields the product FC1=C(C(=C(C(=C1COC(=O)[C@@H]1C([C@H]1C=C(Cl)Cl)(C)C)F)F)F)F ((±) trans-2,2-Dimethyl-3-dichlorovinyl-cyclopropanecarboxylic acid pentafluorobenzyl ester). RXN SMILES: [CH3:1][C:2]1([CH3:12])[C@@H:4]([CH:5]=[C:6]([Cl:8])[Cl:7])[C@@H:3]1[C:9]([O-:11])=[O:10].[K+].[F:14][C:15]1[C:20]([CH2:21]Cl)=[C:19]([F:23])[C:18]([F:24])=[C:17]([F:25])[C:16]=1[F:26]>C(#N)C>[F:14][C:15]1[C:20]([CH2:21][O:10][C:9]([C@H:3]2[C@H:4]([CH:5]=[C:6]([Cl:8])[Cl:7])[C:2]2([CH3:12])[CH3:1])=[O:11])=[C:19]([F:23])[C:18]([F:24])=[C:17]([F:25])[C:16]=1[F:26] |f:0.1|. Reported procedure: 0.1 mole of potassium (±) trans-2,2-dimethyl-3-dichlorovinyl-cyclopropanecarboxylate and 0.1 mole of pentafluorobenzyl chloride were heated in acetonitrile until the reaction was complete. After concentrating, taking up in water/petroleum ether and concentrating the organic phase, a colorless oil was obtained, in the NMR spectrum of which the doublet mentioned in Example 2 for the vinyl proton of the cis-ester was lacking. Starting materials: CI (CH3I), CC(=O)O (HOAc), OC1=C2C(=NC(=N1)S)NN=C2C (4-hydroxy-6-mercapto-3-methylpyrazolo[3,4-d]pyrimidine), [OH-].[Na+] (NaOH). Run in O (water). Reaction conditions: time 30 minute. Yields the product crude product, OC1=C2C(=NC(=N1)SC)NN=C2C (4-Hydroxy-3-methyl-6-methylmercaptopyrazolo[3,4-d]pyrimidine). As a reaction SMILES: [OH:1][C:2]1[N:7]=[C:6]([SH:8])[N:5]=[C:4]2[NH:9][N:10]=[C:11]([CH3:12])[C:3]=12.[OH-].[Na+].CI.[CH3:17]C(O)=O>O>[OH:1][C:2]1[N:7]=[C:6]([S:8][CH3:17])[N:5]=[C:4]2[NH:9][N:10]=[C:11]([CH3:12])[C:3]=12 |f:1.2|. Procedure details: To a mixture of 4-hydroxy-6-mercapto-3-methylpyrazolo[3,4-d]pyrimidine (A-1) (2.86 g, 11.8 mmol) and NaOH (0.8 g, 20 mmol) in water (20 mL) at 5° C., was added CH3I (2.0 g, 14.2 mmol). After stirred at ambient temperature for 30 min, the solution was acidified with HOAc to give the crude product of the title compound (A-2), which used in next step without further purification. MS-ESI (m/z): 197.0 (M+H)+.